From a dataset of the Open Reaction Database (ORD), a public repository of structured organic reaction records. describe an organic reaction: reactants, conditions, products, and yield Reactants: Cc1cccc2c1-c1ccccc1C2CCC(=O)O, O=S(Cl)Cl. Product: Cc1cccc2c1-c1ccccc1C2CCC(=O)Cl. RXN SMILES: [CH3:1][c:2]1[cH:3][cH:4][cH:5][c:6]2[c:14]1-[c:13]1[c:8]([cH:9][cH:10][cH:11][cH:12]1)[CH:7]2[CH2:15][CH2:16][C:17](=[O:18])[OH:19].[S:20]([Cl:21])([Cl:22])=[O:23]>>[CH3:1][c:2]1[cH:3][cH:4][cH:5][c:6]2[c:14]1-[c:13]1[c:8]([cH:9][cH:10][cH:11][cH:12]1)[CH:7]2[CH2:15][CH2:16][C:17](=[O:19])[Cl:22]. The reactants are C(C)(C)(C)OC(=O)N[C@@H](C(C(=O)NNC(=O)OCC1=CC=CC=C1)O)CC1CCCCC1 (benzyl 2-((2RS,3R)-3-((tert-butoxycarbonyl)amino)-4-cyclohexyl-2-hydroxybutanoyl)hydrazinecarboxylate). The reagents and catalysts are [Pd].[C] (Pd carbon). Run in CO (methanol). Run at time 16 hour. Yields the product C1(CCCCC1)C[C@H](C(C(=O)NN)O)NC(OC(C)(C)C)=O (tert-butyl (1R,2RS)-1-(cyclohexylmethyl)-3-hydrazino-2-hydroxy-3-oxopropylcarbamate). RXN SMILES: [C:1]([O:5][C:6]([NH:8][C@H:9]([CH2:26][CH:27]1[CH2:32][CH2:31][CH2:30][CH2:29][CH2:28]1)[CH:10]([OH:25])[C:11]([NH:13][NH:14]C(OCC1C=CC=CC=1)=O)=[O:12])=[O:7])([CH3:4])([CH3:3])[CH3:2]>CO.[Pd].[C]>[CH:27]1([CH2:26][C@@H:9]([NH:8][C:6](=[O:7])[O:5][C:1]([CH3:3])([CH3:2])[CH3:4])[CH:10]([OH:25])[C:11]([NH:13][NH2:14])=[O:12])[CH2:28][CH2:29][CH2:30][CH2:31][CH2:32]1 |f:2.3|. Procedure: A solution of Example 13A (0.37 g, 0.82 mmol) in methanol (15mL) was treated with Pd-carbon (0.05 g), stirred under a hydrogen atmosphere for 16 hours, filtered, and concentrated to provide the desired product.